Task: describe an organic reaction: reactants, conditions, products, and yield. Dataset: the Open Reaction Database (ORD), a public repository of structured organic reaction records Starting materials: Cl (hydrochloric acid), C(C)OC(C)OC(COC1=CC=CC=C1)C1CCC(CC1)(C1=CC=CC=C1)N(C)C ({4-[1-(1-ethoxy-ethoxy)-2-phenoxyethyl]-1-phenylcyclohexyl}dimethylamine), [OH-].[Na+] (sodium hydroxide). Solvent: CC(=O)C (acetone). Run at time 8 hour. Product: CN(C1(CCC(CC1)C(COC1=CC=CC=C1)O)C1=CC=CC=C1)C (1-(4-Dimethylamino-4-phenylcyclohexyl)-2-phenoxyethanol). RXN SMILES: Cl.C(OC([O:7][CH:8]([CH:17]1[CH2:22][CH2:21][C:20]([N:29]([CH3:31])[CH3:30])([C:23]2[CH:28]=[CH:27][CH:26]=[CH:25][CH:24]=2)[CH2:19][CH2:18]1)[CH2:9][O:10][C:11]1[CH:16]=[CH:15][CH:14]=[CH:13][CH:12]=1)C)C.[OH-].[Na+]>CC(C)=O>[CH3:30][N:29]([CH3:31])[C:20]1([C:23]2[CH:24]=[CH:25][CH:26]=[CH:27][CH:28]=2)[CH2:21][CH2:22][CH:17]([CH:8]([OH:7])[CH2:9][O:10][C:11]2[CH:12]=[CH:13][CH:14]=[CH:15][CH:16]=2)[CH2:18][CH2:19]1 |f:2.3|. Procedure: 2 M hydrochloric acid (10 ml) was added to a solution of {4-[1-(1-ethoxy-ethoxy)-2-phenoxyethyl]-1-phenylcyclohexyl}dimethylamine (892 mg, 2.16 mmol) in acetone (30 ml) and the mixture was stirred at room temperature overnight. The pH of the mixture was then rendered alkaline with 0.5 M sodium hydroxide solution and the mixture was subsequently extracted with methylene chloride (3×30 ml). The combined organic phases were dried with sodium sulfate and concentrated in vacuo. The crude product (1.2...